describe an organic reaction: reactants, conditions, products, and yield From a dataset of the Open Reaction Database (ORD), a public repository of structured organic reaction records. Starting materials: C(C)O (ethanol), C(C)(=O)O (acetic acid), [Br-].[Br-].[Br-].[NH+]1=CC=CC=C1.[NH+]1=CC=CC=C1.[NH+]1=CC=CC=C1 (pyridinium tribromide), C(C)(=O)O (acetic acid), C1(=CC(=CC=C1)C1=C2C=CNC2=CC=C1)C1=CC=CC=C1 (4-biphenyl-3-yl-1H-indole). Run at time 3 hour. Run in CC(C)(C)O (t-BuOH). Reaction SMILES: [C:1]1([C:16]2[CH:21]=[CH:20][CH:19]=[CH:18][CH:17]=2)[CH:6]=[CH:5][CH:4]=[C:3]([C:7]2[CH:15]=[CH:14][CH:13]=[C:12]3[C:8]=2[CH:9]=[CH:10][NH:11]3)[CH:2]=1.C([OH:24])C.C(O)(=O)C.[Br-].[Br-].[Br-].[NH+]1C=CC=CC=1.[NH+]1C=CC=CC=1.[NH+]1C=CC=CC=1>CC(O)(C)C.[Zn]>[C:1]1([C:16]2[CH:17]=[CH:18][CH:19]=[CH:20][CH:21]=2)[CH:6]=[CH:5][CH:4]=[C:3]([C:7]2[CH:15]=[CH:14][CH:13]=[C:12]3[C:8]=2[CH2:9][C:10](=[O:24])[NH:11]3)[CH:2]=1 |f:3.4.5.6.7.8|. Reported procedure: To the suspension of 4-biphenyl-3-yl-1H-indole (3.5 g, 13 mmol) in t-BuOH: ethanol: acetic acid (82 mL: 49 mL: 269 mL) was added pyridinium tribromide (12.7 g, 40 mmol) portionwise. The mixture was stirred at room temperature for 3 hours, and then to the mixture was added acetic acid (63 mL). Zinc dust (4.39 g, 67 mmol) was added to the reaction mixture portionwise. After stirring for one hour, any unreacted zinc was filtered off and most of the solvent was removed under reduced pressure. The re... Yields the product C1(=CC(=CC=C1)C1=C2CC(NC2=CC=C1)=O)C1=CC=CC=C1 (4-biphenyl-3-yl-1,3-dihydro-indol-2-one). Yield: 72.0%. The reagents and catalysts are [Zn] (Zinc). Starting materials: CN1C(=NC2=C1C=CC=C2)[C@@H]2CC[C@H](CC2)CN(C(OCC2=CC=CC=C2)=O)C (benzyl [[trans-4-(1-methyl-2-benzimidazolyl)cyclohexyl]methyl]methylcarbamate). Reagents/catalysts: [Pd] (palladium). Run in C(C)O (ethanol). The product is CNC[C@@H]1CC[C@H](CC1)C1=NC2=C(N1C)C=CC=C2 (2-[trans-4-[(methylamino)methyl]cyclohexyl]-1-methyl-benzimidazole). Isolated yield 85.1%. RXN SMILES: [CH3:1][N:2]1[C:6]2[CH:7]=[CH:8][CH:9]=[CH:10][C:5]=2[N:4]=[C:3]1[C@H:11]1[CH2:16][CH2:15][C@H:14]([CH2:17][N:18](C)[C:19](=O)OCC2C=CC=CC=2)[CH2:13][CH2:12]1>C(O)C.[Pd]>[CH3:19][NH:18][CH2:17][C@H:14]1[CH2:15][CH2:16][C@H:11]([C:3]2[N:2]([CH3:1])[C:6]3[CH:7]=[CH:8][CH:9]=[CH:10][C:5]=3[N:4]=2)[CH2:12][CH2:13]1. Procedure: 5.9 g of benzyl [[trans-4-(1-methyl-2-benzimidazolyl)cyclohexyl]methyl]methylcarbamate are dissolved in 600 ml of ethanol and hydrogenated at room temperature and normal pressure after the addition of 1 g of 5% palladium-on-active charcoal. The product. isolated in the usual manner, is chromatographed on 250 g of silica gel firstly with methylene chloride/methanol (1:1) and then with methanol/concentrated ammonium hydroxide (100:1) as the elution agent. There are obtained 3.3 g (85%) of 2-[trans... The reactants are solution, C(CCC)[Li] (n-butyllithium), C(C)(=O)OCC (ethyl acetate), C1(CC1)C=CC(=O)OCC (ethyl 3-cyclopropylacrylate), C(C)(C)NC(C)C (diisopropylamine), [Cl-].[NH4+] (ammonium chloride). Run in CCCCCC (hexane), C1CCOC1 (THF), C1CCOC1 (THF), C1CCOC1 (THF). Run at temperature -40 celsius, time 30 minute. Product: C1(CC1)C(CC(=O)OCC)CC(=O)OCC (Diethyl 3-cyclopropylpentanedioate). As a reaction SMILES: C([Li])CCC.C(NC(C)C)(C)C.[C:13]([O:16][CH2:17][CH3:18])(=[O:15])[CH3:14].[CH:19]1([CH:22]=[CH:23][C:24]([O:26][CH2:27][CH3:28])=[O:25])[CH2:21][CH2:20]1.[Cl-].[NH4+]>CCCCCC.C1COCC1>[CH:19]1([CH:22]([CH2:23][C:24]([O:26][CH2:27][CH3:28])=[O:25])[CH2:14][C:13]([O:16][CH2:17][CH3:18])=[O:15])[CH2:21][CH2:20]1 |f:4.5|. Procedure: 29.1 ml (72.8 mmol) of a 2.5 M solution of n-butyllithium in hexane were added dropwise to a solution, cooled to −40° C., of 10.2 ml (72.8 mmol) of diisopropylamine in 35 ml of abs. THF. After the end of the addition, the mixture was stirred at −40° C. for another 30 min and then cooled to −78° C., and a solution of 7.1 ml (72.8 mmol) of ethyl acetate in 10 ml of abs. THF was added dropwise. The reaction mixture was stirred at −78° C. for 30 min, and a solution of 8.50 g (60.54 mmol) of ethyl 3-... Starting materials: CS(=O)(=O)c1cc(Oc2ccc(NC(=O)Nc3ccc(Cl)c(C(F)(F)F)c3)cc2)ncn1, ClCCl, NCCO. Product: O=C(Nc1ccc(Oc2cc(NCCO)ncn2)cc1)Nc1ccc(Cl)c(C(F)(F)F)c1. Reaction SMILES: [Cl:1][c:2]1[c:3]([C:29]([F:30])([F:31])[F:32])[cH:4][c:5]([NH:8][C:9](=[O:10])[NH:11][c:12]2[cH:13][cH:14][c:15]([O:18][c:19]3[n:20][cH:21][n:22][c:23]([S:25]([CH3:26])(=[O:27])=[O:28])[cH:24]3)[cH:16][cH:17]2)[cH:6][cH:7]1.[Cl:37][CH2:38][Cl:39].[NH2:33][CH2:34][CH2:35][OH:36]>>[Cl:1][c:2]1[c:3]([C:29]([F:30])([F:31])[F:32])[cH:4][c:5]([NH:8][C:9](=[O:10])[NH:11][c:12]2[cH:13][cH:14][c:15]([O:18][c:19]3[n:20][cH:21][n:22][c:23]([NH:33][CH2:34][CH2:35][OH:36])[cH:24]3)[cH:16][cH:17]2)[cH:6][cH:7]1. Reactants: OCC(CO)(CO)CO (pentaerythritol), C(CCCCCCCCCCCCCCCCC)(=O)O (stearic acid), [Sn] (tin), C(CCCCC(=O)O)(=O)O (adipic acid), [Sn] (tin), OC(C(=O)O)CCCCCCCCCCCCCCCC (hydroxystearic acid), [Sn] (tin). Product: OC(C(=O)O)CCCCCCCCCCCCCCCC.C(CCCCCCCCCCCCCCCCC)(=O)O.C(CCCCC(=O)O)(=O)O.OCC(CO)(CO)CO (pentaerythritol adipate stearate hydroxystearate). RXN SMILES: [OH:1][CH2:2][C:3]([CH2:8][OH:9])([CH2:6][OH:7])[CH2:4][OH:5].[C:10]([OH:29])(=[O:28])[CH2:11][CH2:12][CH2:13][CH2:14][CH2:15][CH2:16][CH2:17][CH2:18][CH2:19][CH2:20][CH2:21][CH2:22][CH2:23][CH2:24][CH2:25][CH2:26][CH3:27].[Sn].[C:31]([OH:40])(=[O:39])[CH2:32][CH2:33][CH2:34][CH2:35][C:36]([OH:38])=[O:37].[OH:41][CH:42]([CH2:46][CH2:47][CH2:48][CH2:49][CH2:50][CH2:51][CH2:52][CH2:53][CH2:54][CH2:55][CH2:56][CH2:57][CH2:58][CH2:59][CH2:60][CH3:61])[C:43]([OH:45])=[O:44]>>[OH:41][CH:42]([CH2:46][CH2:47][CH2:48][CH2:49][CH2:50][CH2:51][CH2:52][CH2:53][CH2:54][CH2:55][CH2:56][CH2:57][CH2:58][CH2:59][CH2:60][CH3:61])[C:43]([OH:45])=[O:44].[C:10]([OH:29])(=[O:28])[CH2:11][CH2:12][CH2:13][CH2:14][CH2:15][CH2:16][CH2:17][CH2:18][CH2:19][CH2:20][CH2:21][CH2:22][CH2:23][CH2:24][CH2:25][CH2:26][CH3:27].[C:31]([OH:40])(=[O:39])[CH2:32][CH2:33][CH2:34][CH2:35][C:36]([OH:38])=[O:37].[OH:1][CH2:2][C:3]([CH2:8][OH:9])([CH2:6][OH:7])[CH2:4][OH:5] |f:5.6.7.8,^3:29|. Reported procedure: 95.2 g (0.7 mole) pentaerythritol and 324.0 g (1.2 moles) technical stearic acid were reacted for 2 hours at 205°-210° C. in the presence of 0.3 g tin powder. The pressure was continuously reduced to 10-20 mbar and, finally, was kept at that level. After the addition of 87.6 g (0.6 mole) adipic acid and 0.15 g tin powder, the reaction mixture was heated for another 2 hours to 205°-210° C. under decreasing pressure (final vacuum 10-20 mbar). 93.6 g (0.3 mole) technical hydroxystearic acid and ano... The reactants are CC(=O)COc1ccc2c(c1)C(=O)NC(C)(C)O2, Cl, C1COCCO1. Yields the product CC(=O)COc1ccc(O)c(C(N)=O)c1. As a reaction SMILES: [CH3:1][C:2]1([CH3:18])[O:3][c:4]2[c:5]([cH:9][c:10]([O:13][CH2:14][C:15]([CH3:16])=[O:17])[cH:11][cH:12]2)[C:6](=[O:8])[NH:7]1.[ClH:25].[O:19]1[CH2:20][CH2:21][O:22][CH2:23][CH2:24]1>>[OH:3][c:4]1[c:5]([C:6]([NH2:7])=[O:8])[cH:9][c:10]([O:13][CH2:14][C:15]([CH3:16])=[O:17])[cH:11][cH:12]1.